This data is from the Open Reaction Database (ORD), a public repository of structured organic reaction records. The task is: describe an organic reaction: reactants, conditions, products, and yield Run at time 3 day. Reaction SMILES: C1C=CC2N(O)N=NC=2C=1.CCN=C=NCCCN(C)C.Cl.Cl.CCN(C(C)C)C(C)C.[C:33]([O:37][C:38]([N:40]1[CH2:45][CH2:44][CH:43]([C:46]2[CH:51]=[CH:50][C:49]([NH:52][C:53]3N=[C:57]([CH2:59][CH2:60][C:61]4[CH:66]=[CH:65][C:64]([C:67]([F:70])([F:69])[F:68])=[CH:63][C:62]=4[CH2:71][C:72](O)=[O:73])[C:56]([C:75]([F:78])([F:77])[F:76])=[CH:55][N:54]=3)=[CH:48][CH:47]=2)[CH2:42][CH2:41]1)=[O:39])([CH3:36])([CH3:35])[CH3:34].C(=O)([O-])[O-].[NH4+:83].[NH4+:84]>CN(C=O)C.C1COCC1.CCOC(C)=O>[NH2:83][C:72](=[O:73])[CH2:71][C:62]1[CH:63]=[C:64]([C:67]([F:68])([F:69])[F:70])[CH:65]=[CH:66][C:61]=1[CH2:60][CH2:59][C:57]1[C:56]([C:75]([F:78])([F:76])[F:77])=[CH:55][N:54]=[C:53]([NH:52][C:49]2[CH:48]=[CH:47][C:46]([CH:43]3[CH2:42][CH2:41][N:40]([C:38]([O:37][C:33]([CH3:36])([CH3:35])[CH3:34])=[O:39])[CH2:45][CH2:44]3)=[CH:51][CH:50]=2)[N:84]=1 |f:1.2,6.7.8|. The yield is 77.0%. Reported procedure: HOBt (0.042 g, 0.31 mmol), EDCl.HCl (0.049 g, 0.31 mmol) and DIPEA (0.204 mL, 1.20 mmol) were added to a solution of 2-(2-(2-(2-((4-(1-(tert-butoxycarbonyl)piperidin-4-yl)phenyl)amino)-5-(trifluoromethyl)pyrimidin-4-yl)ethyl)-5-(trifluoromethyl)phenyl)acetic acid (A108) (0.157 g, 0.240 mmol) in dry DMF (5 mL) and dry THF (5 mL). Ammonium carbonate (113 mg, 1.20 mmol) was then added and the resulting mixture was stirred at room temperature for 3 days. The mixture was diluted with EtOAc and washed... Reactants: Cl (HCl), CCN(C(C)C)C(C)C (DIPEA), C(C)(C)(C)OC(=O)N1CCC(CC1)C1=CC=C(C=C1)NC1=NC=C(C(=N1)CCC1=C(C=C(C=C1)C(F)(F)F)CC(=O)O)C(F)(F)F (2-(2-(2-(2-((4-(1-(tert-butoxycarbonyl)piperidin-4-yl)phenyl)amino)-5-(trifluoromethyl)pyrimidin-4-yl)ethyl)-5-(trifluoromethyl)phenyl)acetic acid), C=1C=CC2=C(C1)N=NN2O (HOBt), CCN=C=NCCCN(C)C.Cl (EDCl), C([O-])([O-])=O.[NH4+].[NH4+] (Ammonium carbonate). Product: NC(CC1=C(CCC2=NC(=NC=C2C(F)(F)F)NC2=CC=C(C=C2)C2CCN(CC2)C(=O)OC(C)(C)C)C=CC(=C1)C(F)(F)F)=O (tert-Butyl 4-(4-((4-(2-(2-amino-2-oxoethyl)-4-(trifluoromethyl)phenethyl)-5-(trifluoromethyl)pyrimidin-2-yl)amino)phenyl)piperidine-1-carboxylate), solid. Run in CCOC(=O)C (EtOAc), CN(C)C=O (DMF), C1CCOC1 (THF). The reactants are CCCCCCCCCCBr, CCCCCCCCOc1ccc(-c2ccc(O)cc2F)nc1. Yields the product CCCCCCCCCCOc1ccc(-c2ccc(OCCCCCCCC)cn2)c(F)c1. Reaction SMILES: [Br:24][CH2:25][CH2:26][CH2:27][CH2:28][CH2:29][CH2:30][CH2:31][CH2:32][CH2:33][CH3:34].[OH:1][c:2]1[cH:3][c:4]([F:23])[c:5](-[c:8]2[n:9][cH:10][c:11]([O:14][CH2:15][CH2:16][CH2:17][CH2:18][CH2:19][CH2:20][CH2:21][CH3:22])[cH:12][cH:13]2)[cH:6][cH:7]1>>[O:1]([c:2]1[cH:3][c:4]([F:23])[c:5](-[c:8]2[n:9][cH:10][c:11]([O:14][CH2:15][CH2:16][CH2:17][CH2:18][CH2:19][CH2:20][CH2:21][CH3:22])[cH:12][cH:13]2)[cH:6][cH:7]1)[CH2:25][CH2:26][CH2:27][CH2:28][CH2:29][CH2:30][CH2:31][CH2:32][CH2:33][CH3:34]. Reactants: CC(=O)O, O=C1Nc2ccc(I)cc2C1=O, NNC(=O)c1ccccc1[N+](=O)[O-]. The product is O=C1Nc2ccc(I)cc2C1=NNC(=O)c1ccccc1[N+](=O)[O-]. As a reaction SMILES: [CH3:26][C:27](=[O:28])[OH:29].[I:1][c:2]1[cH:3][c:4]2[c:8]([cH:9][cH:10]1)[NH:7][C:6](=[O:11])[C:5]2=[O:12].[N+:13](=[O:14])([O-:15])[c:16]1[c:17]([C:18](=[O:19])[NH:20][NH2:21])[cH:22][cH:23][cH:24][cH:25]1>>[I:1][c:2]1[cH:3][c:4]2[c:8]([cH:9][cH:10]1)[NH:7][C:6](=[O:11])[C:5]2=[N:21][NH:20][C:18]([c:17]1[c:16]([N+:13](=[O:14])[O-:15])[cH:25][cH:24][cH:23][cH:22]1)=[O:19]. Reactants: CC(C)O, Nc1ccc(Cl)c(O)c1, COc1cc2ncnc(Cl)c2cc1OC, Cl. The product is Cl, COc1cc2ncnc(Nc3ccc(Cl)c(O)c3)c2cc1OC. RXN SMILES: [CH:26]([OH:27])([CH3:28])[CH3:29].[Cl:17][c:18]1[c:19]([OH:25])[cH:20][c:21]([NH2:22])[cH:23][cH:24]1.[Cl:2][c:3]1[n:4][cH:5][n:6][c:7]2[cH:8][c:9]([O:15][CH3:16])[c:10]([O:13][CH3:14])[cH:11][c:12]12.[ClH:1]>>[ClH:2].[c:3]1([NH:22][c:21]2[cH:20][c:19]([OH:25])[c:18]([Cl:17])[cH:24][cH:23]2)[n:4][cH:5][n:6][c:7]2[cH:8][c:9]([O:15][CH3:16])[c:10]([O:13][CH3:14])[cH:11][c:12]12. The reactants are CC(=O)O, CC(C)c1ccc2oc3cc(C#N)c(N)nc3c(=O)c2c1, [Na+], O=[N+]([O-])[O-], O. Yields the product CC(C)c1ccc2oc3cc(C#N)c(O)nc3c(=O)c2c1. RXN SMILES: [CH3:28][C:29](=[O:30])[OH:31].[CH:1]([CH3:2])([CH3:3])[c:4]1[cH:5][cH:6][c:7]2[o:8][c:9]3[cH:10][c:11]([C:20]#[N:21])[c:12]([NH2:19])[n:13][c:14]3[c:15](=[O:18])[c:16]2[cH:17]1.[Na+:22].[O-:23][N+:24](=[O:25])[O-:26].[OH2:27]>>[CH:1]([CH3:2])([CH3:3])[c:4]1[cH:5][cH:6][c:7]2[o:8][c:9]3[cH:10][c:11]([C:20]#[N:21])[c:12]([OH:23])[n:13][c:14]3[c:15](=[O:18])[c:16]2[cH:17]1. Starting materials: BrC=1C=NN(C1C=1C=C(C=CC1OCCN1CC(C1)OC)N)C (3-(4-bromo-1-methyl-1H-pyrazol-5-yl)-4-(2-(3-methoxyazetidin-1-yl)ethoxy)benzenamine), N1=CC=CC=C1 (pyridine), C(CC(C)C)(=O)Cl (isovaleryl chloride). The solvent is C(Cl)Cl (CH2Cl2). Run at time 2 hour. The product is BrC1=C(N(N=C1)C)C=1C=C(C=CC1OCCN1CC(C1)OC)NC(CC(C)C)=O (N-{3-(4-bromo-2-methyl-2H-pyrazol-3-yl)-4-[2-(3-methoxy-azetidin-1-yl)-ethoxy]-phenyl}-3-methyl-butyramide). The yield is 73.0%. Reaction SMILES: [Br:1][C:2]1[CH:3]=[N:4][N:5]([CH3:23])[C:6]=1[C:7]1[CH:8]=[C:9]([NH2:22])[CH:10]=[CH:11][C:12]=1[O:13][CH2:14][CH2:15][N:16]1[CH2:19][CH:18]([O:20][CH3:21])[CH2:17]1.N1C=CC=CC=1.[C:30](Cl)(=[O:35])[CH2:31][CH:32]([CH3:34])[CH3:33]>C(Cl)Cl>[Br:1][C:2]1[CH:3]=[N:4][N:5]([CH3:23])[C:6]=1[C:7]1[CH:8]=[C:9]([NH:22][C:30](=[O:35])[CH2:31][CH:32]([CH3:34])[CH3:33])[CH:10]=[CH:11][C:12]=1[O:13][CH2:14][CH2:15][N:16]1[CH2:17][CH:18]([O:20][CH3:21])[CH2:19]1. Procedure: To a solution of 3-(4-bromo-1-methyl-1H-pyrazol-5-yl)-4-(2-(3-methoxyazetidin-1-yl)ethoxy)benzenamine (40.3 mg, 0.107 mmol) and pyridine (35 μL) in CH2Cl2 (2 mL) was added isovaleryl chloride (15 μL, 0.122) and stirred for two hours. The resulting material was purified by HPLC. The product was dried in vacuo to afford the title compound as a white solid (36.0 mg, 73%). LCMS m/z (%)=465 (M+H 79Br, 75), 467 (M+H 81Br, 90). 1H NMR (400 MHz, DMSO-d6) δ: 10.00 (bs, 1H), 7.69 (dd, J=8.99, 2.65 Hz, 1H)...